This data is from the Open Reaction Database (ORD), a public repository of structured organic reaction records. The task is: describe an organic reaction: reactants, conditions, products, and yield Starting materials: BrCCCCCCCCCCCC(=O)O (12-bromododecanoic acid), [Cl-].[Ca+2].[Cl-] (calcium chloride). Reagents/catalysts: [Cl-].C(CCC)[N+](CCCC)(CCCC)CCCC (tetra-n-butylammonium chloride). Run in C(C)#N (acetonitrile). The product is ClCCCCCCCCCCCC(=O)O (12-chlorododecanoic acid). RXN SMILES: Br[CH2:2][CH2:3][CH2:4][CH2:5][CH2:6][CH2:7][CH2:8][CH2:9][CH2:10][CH2:11][CH2:12][C:13]([OH:15])=[O:14].[Cl-:16].[Ca+2].[Cl-]>C(#N)C.[Cl-].C([N+](CCCC)(CCCC)CCCC)CCC>[Cl:16][CH2:2][CH2:3][CH2:4][CH2:5][CH2:6][CH2:7][CH2:8][CH2:9][CH2:10][CH2:11][CH2:12][C:13]([OH:15])=[O:14] |f:1.2.3,5.6|. Procedure details: To 12-bromododecanoic acid (1 g) dissolved in acetonitrile (50 ml) was added calcium chloride (2 g) and tetra-n-butylammonium chloride (1.2 g), and the mixture was heated under reflux for 4 hours. The reaction mixture was filtered, concentrated and distributed into ethyl acetate-water, and the ethyl acetate layer was dried over anhydrous sodium sulfate to give 12-chlorododecanoic acid. After a 280 mg portion of 12-chlorododecanoic acid thus obtained, para-nitrophenol (167 mg) and N,N'-dicyclohex... The reactants are NC1=CC=CC=C1 (aniline), OC1=C(CN(C2=CC=CC=C12)C1=CC=CC=C1)C(=O)OCC (1,2-dihydro-4-hydroxy-1-phenyl-3-quinolinecarboxylic acid, ethyl ester). Run in C1(=CC=CC=C1)C (toluene). The product is OC1=C(CN(C2=CC=CC=C12)C1=CC=CC=C1)C(=O)NC1=CC=CC=C1 (1,2-dihydro-4-hydroxy-1-phenyl-N-phenyl-3-quinolinecarboxamide). Yield: 65.1%. RXN SMILES: [NH2:1][C:2]1[CH:7]=[CH:6][CH:5]=[CH:4][CH:3]=1.[OH:8][C:9]1[C:18]2[C:13](=[CH:14][CH:15]=[CH:16][CH:17]=2)[N:12]([C:19]2[CH:24]=[CH:23][CH:22]=[CH:21][CH:20]=2)[CH2:11][C:10]=1[C:25]([O:27]CC)=O>C1(C)C=CC=CC=1>[OH:8][C:9]1[C:18]2[C:13](=[CH:14][CH:15]=[CH:16][CH:17]=2)[N:12]([C:19]2[CH:20]=[CH:21][CH:22]=[CH:23][CH:24]=2)[CH2:11][C:10]=1[C:25]([NH:1][C:2]1[CH:7]=[CH:6][CH:5]=[CH:4][CH:3]=1)=[O:27]. Procedure: A solution of 12.63 g of aniline and 10.0 g of 1,2-dihydro-4-hydroxy-1-phenyl-3-quinolinecarboxylic acid, ethyl ester in 250 ml of toluene was refluxed for 24 hours in a soxhlet apparatus containing 10 g of 4 Å molecular sieves. Evaporation of the volatiles afforded a residue which was purified by means of high pressure liquid chromatography (silica gel: dichloromethane as the eluent). The resultant solution was degassed and evaporated. Recrystallization of the residue from diethyl ether yielded...